Dataset: the Open Reaction Database (ORD), a public repository of structured organic reaction records. Task: describe an organic reaction: reactants, conditions, products, and yield Reactants: ClC1=C(C=CC(=C1)F)S(=O)(=O)Cl (2-chloro-4-fluorobenzenesulfonyl chloride), NC1=CC=C(C=C1)CCNC(CC)C(=O)OC(C)(C)C (2-(4-aminophenyl)ethyl-1-(tert-butoxycarbonyl)propylamine). Yields the product ClC1=C(C=CC(=C1)F)S(=O)(=O)NC1=CC=C(C=C1)CCNCCC (2-[4-(2-chloro-4-fluorobenzenesulfonamido)phenyl]ethyl-1-propylamine). As a reaction SMILES: [Cl:1][C:2]1[CH:7]=[C:6]([F:8])[CH:5]=[CH:4][C:3]=1[S:9](Cl)(=[O:11])=[O:10].[NH2:13][C:14]1[CH:19]=[CH:18][C:17]([CH2:20][CH2:21][NH:22][CH:23](C(OC(C)(C)C)=O)[CH2:24][CH3:25])=[CH:16][CH:15]=1>>[Cl:1][C:2]1[CH:7]=[C:6]([F:8])[CH:5]=[CH:4][C:3]=1[S:9]([NH:13][C:14]1[CH:15]=[CH:16][C:17]([CH2:20][CH2:21][NH:22][CH2:23][CH2:24][CH3:25])=[CH:18][CH:19]=1)(=[O:11])=[O:10]. Reported procedure: Using procedure 4, 2-chloro-4-fluorobenzenesulfonyl chloride was added to 2-(4-aminophenyl)ethyl-1-(tert-butoxycarbonyl)propylamine to give the title compound as a solid, m.p. 165-167° C. Solvent: [H-].[Na+] (NaH). The product is CON(C(=O)[C@H]1[C@@H](C1)C1=CC=CC2=CC=C(C=C12)OC)C (Trans-N-methoxy-N-methyl-2-(7-methoxy-1-naphthyl)-1-cyclopropanecarboxamide). Reaction conditions: temperature 50 celsius, time 4 hour. RXN SMILES: [CH3:1][O:2][N:3]([CH3:20])[C:4](=[O:19])[CH:5]=[CH:6][C:7]1[C:16]2[C:11](=[CH:12][CH:13]=[C:14]([O:17][CH3:18])[CH:15]=2)[CH:10]=[CH:9][CH:8]=1.[CH3:21]S(C)=O>[H-].[Na+]>[CH3:1][O:2][N:3]([CH3:20])[C:4]([C@@H:5]1[CH2:21][C@H:6]1[C:7]1[C:16]2[C:11](=[CH:12][CH:13]=[C:14]([O:17][CH3:18])[CH:15]=2)[CH:10]=[CH:9][CH:8]=1)=[O:19] |f:2.3|. Reported procedure: 5.8 g (21.4 mmol) of the compound obtained in Step F dissolved in 30 ml of DMSO are added to a suspension of ylid produced starting from 10.6 g (2 eq) of Me3SOI dissolved while hot in 50 ml of DMSO and 1.25 g of NaH. After 15 hours' stirring at room temperature and 4 hours at 50° C., the title cyclopropane amide is obtained in the form of a brown oil. Starting materials: CON(C(C=CC1=CC=CC2=CC=C(C=C12)OC)=O)C (N-Methoxy-N-methyl-3-(7-methoxy-1-naphthyl)-2-propenamide), CS(=O)C (DMSO), CS(=O)C (DMSO). The reactants are C(C)OC(=O)C=1C(=C2C(=C(N1)C#N)N(C=C2)CC2=CC(=C(C=C2)F)F)O (7-cyano-1-(3,4-difluoro-benzyl)-4-hydroxy-1H-pyrrolo[2,3-c]pyridine-5-carboxylic acid ethyl ester), NCC(=O)O (glycine), C[O-].[Na+].CO (NaOMe HOMe). The product is C(#N)C=1N=C(C(=C2C1N(C=C2)CC2=CC(=C(C=C2)F)F)O)C(=O)NCC(=O)O ({[7-Cyano-1-(3,4-difluoro-benzyl)-4-hydroxy-1H-pyrrolo[2,3-c]pyridine-5-carbonyl]-amino}-acetic acid). RXN SMILES: C(O[C:4]([C:6]1[C:7]([OH:26])=[C:8]2[CH:16]=[CH:15][N:14]([CH2:17][C:18]3[CH:23]=[CH:22][C:21]([F:24])=[C:20]([F:25])[CH:19]=3)[C:9]2=[C:10]([C:12]#[N:13])[N:11]=1)=[O:5])C.[NH2:27][CH2:28][C:29]([OH:31])=[O:30].C[O-].[Na+].CO>>[C:12]([C:10]1[N:11]=[C:6]([C:4]([NH:27][CH2:28][C:29]([OH:31])=[O:30])=[O:5])[C:7]([OH:26])=[C:8]2[CH:16]=[CH:15][N:14]([CH2:17][C:18]3[CH:23]=[CH:22][C:21]([F:24])=[C:20]([F:25])[CH:19]=3)[C:9]=12)#[N:13] |f:2.3.4|. Reported procedure: Prepared in analogy to that of Example 1(e) from 7-cyano-1-(3,4-difluoro-benzyl)-4-hydroxy-1H-pyrrolo[2,3-c]pyridine-5-carboxylic acid ethyl ester, glycine and NaOMe/HOMe. The title compound, ESI MS (m/z): 387 (M+H)+. Reactants: NC1=C(OC(=C1)C(C)(C)C)C1=CC=NC=C1 (3-amino-2-(4-pyridinyl)-5-tert-butylfuran), ClC1=C(C=CC=C1Cl)N=C=O (2,3-dichlorophenyl isocyanate), 2-(dimethalamino)ethylamine. Solvent: CCOC(=O)C (EtOAc), C(Cl)Cl (CH2Cl2). Reaction conditions: time 30 minute. The product is N1=CC=C(C=C1)C=1OC(=CC1NC(=O)NC1=C(C(=CC=C1)Cl)Cl)C(C)(C)C (N-(2-(4-Pyridinyl)-5-tert-butyl-3-furyl)-N′-(2,3-dichlorophenyl)urea). The yield is 64.5%. Reaction SMILES: [NH2:1][C:2]1[CH:6]=[C:5]([C:7]([CH3:10])([CH3:9])[CH3:8])[O:4][C:3]=1[C:11]1[CH:16]=[CH:15][N:14]=[CH:13][CH:12]=1.[Cl:17][C:18]1[C:23]([Cl:24])=[CH:22][CH:21]=[CH:20][C:19]=1[N:25]=[C:26]=[O:27]>C(Cl)Cl.CCOC(C)=O>[N:14]1[CH:13]=[CH:12][C:11]([C:3]2[O:4][C:5]([C:7]([CH3:10])([CH3:9])[CH3:8])=[CH:6][C:2]=2[NH:1][C:26]([NH:25][C:19]2[CH:20]=[CH:21][CH:22]=[C:23]([Cl:24])[C:18]=2[Cl:17])=[O:27])=[CH:16][CH:15]=1. Procedure details: A solution of 3-amino-2-(4-pyridinyl)-5-tert-butylfuran (Method A2; 0.10 g, 0.46 mmol) and 2,3-dichlorophenyl isocyanate (0.13 g, 0.69 mmol) in CH2Cl2 was stirred at room temp. for 2 h, then was treated with 2-(dimethalamino)ethylamine (0.081 g, 0.92 mmol) and stirred for an additional 30 min. The resulting mixture was diluted with EtOAc (50 mL), then was sequentially washed with a 1 N HCl solution (50 mL), a saturated NaHCO3 solution (50 mL) and a saturated NaCl solution (50 mL), dried (Na2SO4)... Reactants: ClCC(CC(=O)OCC)=O (ethyl 4-chloroacetoacetate), [H-].[Na+] (NaH), ClC1=CC=C(C=C1)O (4-chlorophenol), [H-].[Na+] (NaH), ClC1=CC=C([O-])C=C1.[Na+] (sodium 4-chlorophenoxide), NN (hydrazine), ClCC(CC(=O)[O-])=O (4-chloroacetoacetate). The solvent is C1CCOC1 (THF), C1CCOC1 (THF), CN(C)C=O (DMF), C(C)O (ethanol). Run at temperature 70 celsius, time 8 hour. The product is ClC1=CC=C(OCC(CC(=O)OCC)=O)C=C1 (Ethyl 4-(4-chlorophenoxy)-3-oxobutanoate). As a reaction SMILES: [Cl:1][C:2]1[CH:7]=[CH:6][C:5]([OH:8])=[CH:4][CH:3]=1.[H-].[Na+].Cl[CH2:12][C:13](=[O:20])[CH2:14][C:15]([O:17][CH2:18][CH3:19])=[O:16].ClC1C=CC([O-])=CC=1.[Na+].ClCC(=O)CC([O-])=O.NN>C1COCC1.C(O)C.CN(C=O)C>[Cl:1][C:2]1[CH:7]=[CH:6][C:5]([O:8][CH2:12][C:13](=[O:20])[CH2:14][C:15]([O:17][CH2:18][CH3:19])=[O:16])=[CH:4][CH:3]=1 |f:1.2,4.5|. Reported procedure: A solution of 4-chlorophenol (6.4 g, 50 mmol) in THF (25 mL) was treated with NaH (60% in mineral oil, 2 g, 50 mmol) at 0° C. In another flask, a solution of ethyl 4-chloroacetoacetate (10.21 mL, 75 mmol) in THF (25 mL) was treated NaH (60% in mineral oil, 3.5 g, 75 mmol) at −20° C. The resulting yellowish suspension was slowly added to the solution of sodium 4-chlorophenoxide, which was kept at 0° C. After the addition of DMF (10 mL), the reaction temperature was slowly raised to 70° C. After r... Conditions: temperature 10 celsius, time 1 hour. As a reaction SMILES: C([O:3][C:4](=[O:15])[CH2:5][C@@H:6]([CH2:11][N+:12]([O-])=O)[CH2:7][CH:8]([CH3:10])[CH3:9])C.[OH-].[K+]>O.[Pd]>[CH3:10][CH:8]([CH2:7][C@H:6]([CH2:11][NH2:12])[CH2:5][C:4]([OH:15])=[O:3])[CH3:9] |f:1.2|. The reactants are C(C)OC(C[C@H](CC(C)C)C[N+](=O)[O-])=O ((S)-5-methyl-3-nitromethyl-hexanoic acid ethyl ester), [OH-].[K+] (KOH), NH4 formate. Solvent: O (H2O). The reagents and catalysts are [Pd] (Pd/C). The yield is 61.0%. Procedure details: 150 g of (S)-5-methyl-3-nitromethyl-hexanoic acid ethyl ester (VIII, R1=ethyl; assay: 97.2%) were suspended in 300 mL of H2O. KOH (90.1.g, assay 86.1%, 2.05 eq.) was added. The initially turbid reaction mixture became clear which indicated that the reaction was nearly completed. After complete conversion (determined by HPLC) NH4-formate and Pd/C were added. The reaction mixture was stirred until complete conversion was observed. The solution was filtered and then concentrated to about 250 g unde... The product is CC(C)C[C@@H](CC(=O)O)CN (pregabalin). The reactants are N([C@@H](CC(C)C)C=O)C(=O)OC(C)(C)C (t-Boc-Leu-H), ClC1=CC=C(C=C1)P(C1=CC=C(C=C1)Cl)=O (bis(4-chlorophenyl)phosphine oxide). Yields the product C(C)(C)(C)OC(=O)N[C@H](C(O)P(C1=CC=C(C=C1)Cl)(C1=CC=C(C=C1)Cl)=O)CC(C)C ((2S)-[2-[(t-Butoxycarbonyl)amino]-1-hydroxy-4-methylpentyl]bis(4-chlorophenyl)phosphine oxide). Yield: 83.0%. As a reaction SMILES: [NH:1]([C:9]([O:11][C:12]([CH3:15])([CH3:14])[CH3:13])=[O:10])[C@H:2]([CH:7]=[O:8])[CH2:3][CH:4]([CH3:6])[CH3:5].[Cl:16][C:17]1[CH:22]=[CH:21][C:20]([PH:23](=[O:31])[C:24]2[CH:29]=[CH:28][C:27]([Cl:30])=[CH:26][CH:25]=2)=[CH:19][CH:18]=1>>[C:12]([O:11][C:9]([NH:1][C@@H:2]([CH2:3][CH:4]([CH3:6])[CH3:5])[CH:7]([P:23](=[O:31])([C:24]1[CH:29]=[CH:28][C:27]([Cl:30])=[CH:26][CH:25]=1)[C:20]1[CH:21]=[CH:22][C:17]([Cl:16])=[CH:18][CH:19]=1)[OH:8])=[O:10])([CH3:13])([CH3:15])[CH3:14]. Procedure: t-Boc-Leu-H; bis(4-chlorophenyl)phosphine oxide; 2.5 hours; yield 83% (2S)-[2-[(t-Butoxycarbonyl)amino]-1-hydroxy-4-methylpentyl]bis(4-chlorophenyl)phosphine oxide; MS: 486, 488 m/z (M+H)+, dichloro isotope pattern.